Task: describe an organic reaction: reactants, conditions, products, and yield. Dataset: the Open Reaction Database (ORD), a public repository of structured organic reaction records Starting materials: O1C=C(C=C1)C(CCC(=O)OCC)=O (Ethyl 4-(3-furyl)-4-oxobutanoate). Run in CO.O.C1CCOC1 (MeOH H2O THF), [OH-].[Na+] (NaOH). Reaction conditions: time 8 hour. Yields the product O1C=C(C=C1)C(CCC(=O)O)=O (4-(3-Furyl)-4-oxobutanoic acid). As a reaction SMILES: [O:1]1[CH:5]=[CH:4][C:3]([C:6](=[O:14])[CH2:7][CH2:8][C:9]([O:11]CC)=[O:10])=[CH:2]1>CO.O.C1COCC1.[OH-].[Na+]>[O:1]1[CH:5]=[CH:4][C:3]([C:6](=[O:14])[CH2:7][CH2:8][C:9]([OH:11])=[O:10])=[CH:2]1 |f:1.2.3,4.5|. Reported procedure: The keto ester from Step 1 (38.9 g, 0.193 mmoL) was dissolved in a mixture of MeOH:H2O:THF (3:1:2) (150 mL) and NaOH 1N (213 mL, 0.213 mmoL) was added. The reaction was stirred at r.t. overnight. The mixture was concentrated, acidified with HCl 1N extracted (2×) with EtOAc, washed with brine, dried over MgSO4, filtered and evaporated to afford the title product as a beige solid. Reaction SMILES: [F:1][C:2]1[C:3]([O:20]C)=[CH:4][C:5]2[CH2:6][CH2:7][C@H:8]3[C@H:16]4[C@@H:12]([C@@H:13]([OH:17])[CH2:14][CH2:15]4)[CH2:11][CH2:10][C@@H:9]3[C:18]=2[CH:19]=1.CC(C[AlH]CC(C)C)C.O.C(OCC)(=O)C>C1(C)C=CC=CC=1>[F:1][C:2]1[C:3]([OH:20])=[CH:4][C:5]2[CH2:6][CH2:7][C@H:8]3[C@H:16]4[C@@H:12]([CH:13]([OH:17])[CH2:14][CH2:15]4)[CH2:11][CH2:10][C@@H:9]3[C:18]=2[CH:19]=1. Starting materials: O (water), C(C)(=O)OCC (ethyl acetate), O (water), FC=1C(=CC=2CC[C@@H]3[C@H](CC[C@@H]4[C@H](CC[C@@H]34)O)C2C1)OC (2-fluoro-3-methoxy-gona-1,3,5(10)-trien-17β-ol), solution, CC(C)C[AlH]CC(C)C (DIBAH). Reported procedure: The solution of 0.53 g of 2-fluoro-3-methoxy-gona-1,3,5(10)-trien-17β-ol in 50 ml of toluene is mixed with 5 ml of 20% solution of DIBAH in toluene and heated for 2 hours to 80° C. After cooling, water is added drop by drop until the reaction has run its course, then it is dispersed between water and ethyl acetate, the ethyl acetate phase is washed with concentrated common salt solution and dried with sodium sulfate. After evaporation, a residue remains that is chromatographed on silica gel with... Solvent: C1(=CC=CC=C1)C (toluene), C1(=CC=CC=C1)C (toluene). The product is FC=1C(=CC=2CC[C@@H]3[C@H](CC[C@@H]4C(CC[C@@H]34)O)C2C1)O (2-Fluoro-gona-1,3,5(10)-triene-3,17-diol). The reactants are ClN1C(CCC1=O)=O (N-chlorosuccinimide), NC=1N=C(C=C(C(=O)OCC)C1)C (Ethyl 6-amino-2-methylisonicotinate), C(O)([O-])=O.[Na+] (sodium hydrogen carbonate). Run in CN(C)C=O (DMF). Conditions: temperature 50 celsius, time 1 hour. Product: NC=1N=C(C(=C(C(=O)OCC)C1)Cl)C (ethyl 6-amino-3-chloro-2-methylisonicotinate). Isolated yield 57.1%. RXN SMILES: [NH2:1][C:2]1[N:3]=[C:4]([CH3:13])[CH:5]=[C:6]([CH:12]=1)[C:7]([O:9][CH2:10][CH3:11])=[O:8].[Cl:14]N1C(=O)CCC1=O.C(=O)([O-])O.[Na+]>CN(C=O)C>[NH2:1][C:2]1[N:3]=[C:4]([CH3:13])[C:5]([Cl:14])=[C:6]([CH:12]=1)[C:7]([O:9][CH2:10][CH3:11])=[O:8] |f:2.3|. Procedure: Ethyl 6-amino-2-methylisonicotinate (2.00 g, 11.1 mmol) was dissolved in DMF (20 mL), and the solution was stirred at 50° C. for 1 hour after adding N-chlorosuccinimide (1.48 g, 11.1 mmol). The reaction mixture was allowed to cool to room temperature, and a sodium hydrogen carbonate aqueous solution was added. The precipitated solid was collected by filteration to give ethyl 6-amino-3-chloro-2-methylisonicotinate (1.36 g, yield 57%). The reactants are compound 10, C(C1=CC=CC=C1)(=O)C=1C=C(C=CC1)[C@@H](C(=O)O)C ((S)-(+)-3-benzoyl-α-methylbenzeneacetic acid), C(CC)(O)O (propanediol). Yields the product C(C1=CC=CC=C1)(=O)C=1C=C(C=CC1)[C@@H](C(=O)OCCCO)C (3-Hyroxypropyl (S)-(+)-3-benzoyl-α-methylbenzeneacetate). Isolated yield 56.1%. As a reaction SMILES: [C:1]([C:9]1[CH:10]=[C:11]([C@H:15]([CH3:19])[C:16]([OH:18])=[O:17])[CH:12]=[CH:13][CH:14]=1)(=[O:8])[C:2]1[CH:7]=[CH:6][CH:5]=[CH:4][CH:3]=1.[CH:20](O)([OH:23])[CH2:21][CH3:22]>>[C:1]([C:9]1[CH:10]=[C:11]([C@H:15]([CH3:19])[C:16]([O:18][CH2:22][CH2:21][CH2:20][OH:23])=[O:17])[CH:12]=[CH:13][CH:14]=1)(=[O:8])[C:2]1[CH:3]=[CH:4][CH:5]=[CH:6][CH:7]=1. Reported procedure: Compound 18 was synthesized as described above for compound 10 from (S)-(+)-3-benzoyl-α-methylbenzeneacetic acid (ketoprofen, 17) (3.8 g, 15 mmol) and propanediol (9) (5.7 g, 75 mmol). The compound was purified by flash chromatography on a silica gel column using 200:1 CH2Cl2—MeOH as the eluent to give 2.63 g (56%) of the compound 18 as a colorless oil; 1H NMR (CDCl3) δ1.54 (d, 3H), 1.82 (m, 2H), 1.82-1.82 (b, 1H, ex D2O), 3.58 (m, 2H), 3.79-3.83 (q, 1H), 4.25 (m, 2H), 7.42-7.80 (m, 9H); MS (ES)...